From a dataset of the Open Reaction Database (ORD), a public repository of structured organic reaction records. describe an organic reaction: reactants, conditions, products, and yield Starting materials: Cl (HCl), [Cl-].[Ce+3].[Cl-].[Cl-] (cerium chloride), [BH4-].[Na+] (Sodium borohydride), COC1=CC=C(C=C1)P(C1=CC=C(C=C1)OC)=O (bis(4-methoxyphenyl)phosphine oxide), [H-].[Al+3].[Li+].[H-].[H-].[H-] (lithium aluminum hydride). Solvent: O (Water), C1(=CC=CC=C1)C (toluene), C1CCOC1 (THF). Run at time 1 hour. Yields the product COC1=CC=C(C=C1)PC1=CC=C(C=C1)OC.B (bis(4-methoxyphenyl)phosphine borane). Yield: 39.5%. RXN SMILES: [Cl-].[Ce+3].[Cl-].[Cl-].[BH4-:5].[Na+].[CH3:7][O:8][C:9]1[CH:14]=[CH:13][C:12]([PH:15](=O)[C:16]2[CH:21]=[CH:20][C:19]([O:22][CH3:23])=[CH:18][CH:17]=2)=[CH:11][CH:10]=1.[H-].[Al+3].[Li+].[H-].[H-].[H-].Cl>C1COCC1.C1(C)C=CC=CC=1.O>[CH3:23][O:22][C:19]1[CH:18]=[CH:17][C:16]([PH:15][C:12]2[CH:13]=[CH:14][C:9]([O:8][CH3:7])=[CH:10][CH:11]=2)=[CH:21][CH:20]=1.[BH3:5] |f:0.1.2.3,4.5,7.8.9.10.11.12,17.18|. Procedure: Under an argon atmosphere, a solution of cerium chloride (7.03 g, 3.0 equivalents) in THF (20 mL) was stirred at room temperature (25° C.) for 30 min. Sodium borohydride (1.08 g, 3.1 equivalents) was added, and the mixture was stirred at room temperature for 1 hr. Then bis(4-methoxyphenyl)phosphine oxide (2.5 g, 9.1 mmoL) synthesized in Reference Example 3 and lithium aluminum hydride (0.43 g, 1.2 equivalents) were successively added at 5° C. and the mixture was stirred at room temperature for 3... Starting materials: NC1=CC=CC=C1 (aniline), C=CC1=CC=CC=C1 (styrene). Solvent: C(C)(=O)OCC.CCCCCC (ethyl acetate n-hexane). Yields the product C1(=CC=CC=C1)CCNC1=CC=CC=C1 (N-phenylethylaniline). Isolated yield 78.0%. As a reaction SMILES: [NH2:1][C:2]1[CH:7]=[CH:6][CH:5]=[CH:4][CH:3]=1.[CH2:8]=[CH:9][C:10]1[CH:15]=[CH:14][CH:13]=[CH:12][CH:11]=1>C(OCC)(=O)C.CCCCCC>[C:10]1([CH2:9][CH2:8][NH:1][C:2]2[CH:7]=[CH:6][CH:5]=[CH:4][CH:3]=2)[CH:15]=[CH:14][CH:13]=[CH:12][CH:11]=1 |f:2.3|. Reported procedure: According to GWM, 0.011 mol (=1.00 ml) of aniline and 0.011 mol (=1.25 ml) of styrene are reacted with one another. The product is isolated by column chromatography using ethyl acetate/n-hexane (1:3) as eluent, the product N-phenylethylaniline being obtained as a yellow liquid. Reactants: ClCC1=NC2=C(N1)C=CC(=C2)C2=C(C=CC=C2)C#N (2-Chloromethyl-5-(2-cyanophenyl)-1H-benzimidazole), N1CCCC1 (pyrrolidine). Solvent: C1CCOC1 (THF). Yields the product C(#N)C1=C(C=CC=C1)C1=CC2=C(NC(=N2)CN2CCCC2)C=C1 (5-(2-Cyanophenyl)-2(1-pyrroidinomethyl)-1H-benzimidazole). The yield is 84.6%. Reaction SMILES: Cl[CH2:2][C:3]1[NH:7][C:6]2[CH:8]=[CH:9][C:10]([C:12]3[CH:17]=[CH:16][CH:15]=[CH:14][C:13]=3[C:18]#[N:19])=[CH:11][C:5]=2[N:4]=1.[NH:20]1[CH2:24][CH2:23][CH2:22][CH2:21]1>C1COCC1>[C:18]([C:13]1[CH:14]=[CH:15][CH:16]=[CH:17][C:12]=1[C:10]1[CH:9]=[CH:8][C:6]2[NH:7][C:3]([CH2:2][N:20]3[CH2:24][CH2:23][CH2:22][CH2:21]3)=[N:4][C:5]=2[CH:11]=1)#[N:19]. Procedure: 2-Chloromethyl-5-(2-cyanophenyl)-1H-benzimidazole (2.28 mmoles, 0.54 g-see Example 35) and pyrrolidine (5.26 mmole, 0.375 g.) were dissolved in THF and stirred at room temperature. The solvents were removed in vacuo. The residue was dissolved in ethyl acetate, washed with water, and concentrated to yield 0.583 g of 5-(2-Cyanophenyl)-2(1-pyrroidinomethyl)-1H-benzimidazole.